Dataset: the Open Reaction Database (ORD), a public repository of structured organic reaction records. Task: describe an organic reaction: reactants, conditions, products, and yield The reactants are ClC1=CC2=C(C3=C(CNC2C2=C(C=CC=C2)Cl)C=NC(=N3)C)C=C1 (9-chloro-7-(2-chlorophenyl)-6,7-dihydro-2-methyl-5H-pyrimido[5,4-d][2]benzazepine), C=O (formaldehyde). Solvent: C(=O)O (formic acid). The product is ClC1=CC2=C(C3=C(CN(C2C2=C(C=CC=C2)Cl)C)C=NC(=N3)C)C=C1 (9-Chloro-7-(2-chlorophenyl)-6,7-dihydro-2,6-dimethyl-5H-pyrimido[5,4-d][2]benzazepine). RXN SMILES: [Cl:1][C:2]1[CH:24]=[CH:23][C:5]2[C:6]3[N:21]=[C:20]([CH3:22])[N:19]=[CH:18][C:7]=3[CH2:8][NH:9][CH:10]([C:11]3[CH:16]=[CH:15][CH:14]=[CH:13][C:12]=3[Cl:17])[C:4]=2[CH:3]=1.[CH2:25]=O>C(O)=O>[Cl:1][C:2]1[CH:24]=[CH:23][C:5]2[C:6]3[N:21]=[C:20]([CH3:22])[N:19]=[CH:18][C:7]=3[CH2:8][N:9]([CH3:25])[CH:10]([C:11]3[CH:16]=[CH:15][CH:14]=[CH:13][C:12]=3[Cl:17])[C:4]=2[CH:3]=1. Procedure details: A mixture of 4 g (11 mmole) of 9-chloro-7-(2-chlorophenyl)-6,7-dihydro-2-methyl-5H-pyrimido[5,4-d][2]benzazepine 2 ml of 88% formic acid and 2 ml of 37.5% formaldehyde solution was heated on the steambath for 3 hours. The reaction mixture was poured into an excess of dilute ice cold sodium hydroxide and extracted with methylene chloride. The methylene chloride solution was dried over anhydrous sodium sulfate and concentrated at reduced pressure to dryness. The residue was crystallized from ether...